The task is: describe an organic reaction: reactants, conditions, products, and yield. This data is from the Open Reaction Database (ORD), a public repository of structured organic reaction records. Reactants: NC1=CC=C(C(=O)N2CCN(CC2)C(=O)OC(C)(C)C)C=C1 (tert-butyl 4-(4-aminobenzoyl)piperazine-1-carboxylate), BrC=1C=CC(=C(C#N)C1)F (5-bromo-2-fluorobenzonitrile), CC(C)(C)[O-].[K+] (KOtBu), [NH4+].[Cl-] (NH4Cl), CC(C)(C)[O-].[K+] (KOtBu). Run in CS(=O)C (DMSO), CS(=O)C (DMSO), ClCCl (dichloromethane), CS(=O)C (DMSO). Run at time 15 minute. Yields the product BrC1=CC(=C(C=C1)NC1=CC=C(C(=O)N2CCN(CC2)C(=O)OC(C)(C)C)C=C1)C#N (tert-butyl 4-(4-(4-bromo-2-cyanophenylamino)-benzoyl)piperazine-1-carboxylate). Yield: 57.5%. Reaction SMILES: CC([O-])(C)C.[K+].[NH2:7][C:8]1[CH:28]=[CH:27][C:11]([C:12]([N:14]2[CH2:19][CH2:18][N:17]([C:20]([O:22][C:23]([CH3:26])([CH3:25])[CH3:24])=[O:21])[CH2:16][CH2:15]2)=[O:13])=[CH:10][CH:9]=1.[Br:29][C:30]1[CH:31]=[CH:32][C:33](F)=[C:34]([CH:37]=1)[C:35]#[N:36].[NH4+].[Cl-]>CS(C)=O.ClCCl>[Br:29][C:30]1[CH:31]=[CH:32][C:33]([NH:7][C:8]2[CH:9]=[CH:10][C:11]([C:12]([N:14]3[CH2:15][CH2:16][N:17]([C:20]([O:22][C:23]([CH3:25])([CH3:24])[CH3:26])=[O:21])[CH2:18][CH2:19]3)=[O:13])=[CH:27][CH:28]=2)=[C:34]([C:35]#[N:36])[CH:37]=1 |f:0.1,4.5|. Reported procedure: KOtBu (2.81 g, 25.08 mmol) was dissolved into 20 ml DMSO in a round bottom flask. tert-butyl 4-(4-aminobenzoyl)piperazine-1-carboxylate (7 g, 22.92 mmol) in 30 ml DMSO was added and the resulting mixture was stirred for 15 minutes at room temperature, then cooled in an iced bath for 5 minutes. 5-bromo-2-fluorobenzonitrile (4.6 g, 23.00 mmol) in 20 ml DMSO was added. The ice bath was removed and the mixture stirred for 5 hours while warming to room temperature. LCMS showed product and unreacted s... Reactants: CC(=O)[O-], CC(=O)O[BH-](OC(C)=O)OC(C)=O, C1CCOC1, CCOC(C)=O, CCOC(=O)C(F)(F)CN, [Na+], [Na+], [Na+], O=C([O-])O, O=C1CCCC1. Product: CCOC(=O)C(F)(F)CNC1CCCC1. RXN SMILES: [C:17]([O-:18])(=[O:19])[CH3:20].[C:22]([O:23][BH-:24]([O:25][C:26](=[O:27])[CH3:28])[O:29][C:30](=[O:31])[CH3:32])(=[O:33])[CH3:34].[CH2:47]1[O:48][CH2:49][CH2:50][CH2:51]1.[CH3:41][CH2:42][O:43][C:44]([CH3:45])=[O:46].[NH2:1][CH2:2][C:3]([C:4](=[O:5])[O:6][CH2:7][CH3:8])([F:9])[F:10].[Na+:21].[Na+:35].[Na+:40].[O-:36][C:37]([OH:38])=[O:39].[O:11]=[C:12]1[CH2:13][CH2:14][CH2:15][CH2:16]1>>[NH:1]([CH2:2][C:3]([C:4](=[O:5])[O:6][CH2:7][CH3:8])([F:9])[F:10])[CH:12]1[CH2:13][CH2:14][CH2:15][CH2:16]1. Starting materials: O(C1=CC=CC=C1)CCBr (2-phenoxyethyl bromide), S(=S)(=O)([O-])C1=CC=C(C)C=C1.[K+] (potassium thiotosylate). Solvent: CN(C)C=O (DMF). The product is O(C1=CC=CC=C1)CCOS(=O)(=S)C1=CC=C(C=C1)C (2-Phenoxyethyl-p-toluenethiosulfonate). Reaction SMILES: [O:1]([CH2:8][CH2:9]Br)[C:2]1[CH:7]=[CH:6][CH:5]=[CH:4][CH:3]=1.[S:11]([C:15]1[CH:21]=[CH:20][C:18]([CH3:19])=[CH:17][CH:16]=1)([O-:14])(=[O:13])=[S:12].[K+]>CN(C=O)C>[O:1]([CH2:8][CH2:9][O:14][S:11]([C:15]1[CH:21]=[CH:20][C:18]([CH3:19])=[CH:17][CH:16]=1)(=[S:12])=[O:13])[C:2]1[CH:7]=[CH:6][CH:5]=[CH:4][CH:3]=1 |f:1.2|. Reported procedure: The title compound was prepared as described in General Method 2 using 2-phenoxyethyl bromide (0.025 mmol), potassium thiotosylate (0.025 mmol) and DMF (100 mL) to give a solid. 1H NMR (CDCl3) δ 2.45 (s, 3 H), 3.34 (t, 2 H), 4.14 (t, 2 H), 6.80 (d, 2 H), 6.95 (t, 1 H), 7.26 (t, 2 H), 7.35 (d, 2 H), 7.82 (d, 2 H).